Dataset: the Open Reaction Database (ORD), a public repository of structured organic reaction records. Task: describe an organic reaction: reactants, conditions, products, and yield Reactants: CCC(C)(C)c1nc2cc(S(=O)(=O)Cl)ccc2n1CC1CCOCC1, CN(C)c1ccncc1, CC#N, O=Cc1cn[nH]c1. Product: CCC(C)(C)c1nc2cc(S(=O)(=O)n3cc(C=O)cn3)ccc2n1CC1CCOCC1. As a reaction SMILES: [CH3:1][C:2]([CH2:3][CH3:4])([CH3:5])[c:6]1[n:7][c:8]2[c:9]([n:10]1[CH2:11][CH:12]1[CH2:13][CH2:14][O:15][CH2:16][CH2:17]1)[cH:18][cH:19][c:20]([S:22](=[O:23])(=[O:24])[Cl:25])[cH:21]2.[CH3:33][N:34]([c:35]1[cH:36][cH:37][n:38][cH:39][cH:40]1)[CH3:41].[CH3:42][C:43]#[N:44].[nH:26]1[n:27][cH:28][c:29]([CH:31]=[O:32])[cH:30]1>>[CH3:1][C:2]([CH2:3][CH3:4])([CH3:5])[c:6]1[n:7][c:8]2[c:9]([n:10]1[CH2:11][CH:12]1[CH2:13][CH2:14][O:15][CH2:16][CH2:17]1)[cH:18][cH:19][c:20]([S:22](=[O:23])(=[O:24])[n:26]1[n:27][cH:28][c:29]([CH:31]=[O:32])[cH:30]1)[cH:21]2. Reactants: O[C@H]1C[C@@H]2CC[C@H]3[C@@H]4CC[C@H](C(CN5CCOCC5)=O)[C@]4(CC([C@@H]3[C@]2(CC1)C)=O)C (3α-hydroxy-21-morpholino-5α-pregnane-11,20-dione), Cl (hydrochloric acid). The solvent is C(C)O (ethanol). Product: aqueous solution, Cl.O[C@H]1C[C@@H]2CC[C@H]3[C@@H]4CC[C@H](C(CN5CCOCC5)=O)[C@]4(CC([C@@H]3[C@]2(CC1)C)=O)C (3α-Hydroxy-21-morpholino-5α-pregnane-11,20-dione hydrochloride). Isolated yield 1.0%. RXN SMILES: [OH:1][C@@H:2]1[CH2:27][CH2:26][C@@:25]2([CH3:28])[C@@H:4]([CH2:5][CH2:6][C@@H:7]3[C@@H:24]2[C:23](=[O:29])[CH2:22][C@@:21]2([CH3:30])[C@H:8]3[CH2:9][CH2:10][C@@H:11]2[C:12](=[O:20])[CH2:13][N:14]2[CH2:19][CH2:18][O:17][CH2:16][CH2:15]2)[CH2:3]1.[ClH:31]>C(O)C>[ClH:31].[OH:1][C@@H:2]1[CH2:27][CH2:26][C@@:25]2([CH3:28])[C@@H:4]([CH2:5][CH2:6][C@@H:7]3[C@@H:24]2[C:23](=[O:29])[CH2:22][C@@:21]2([CH3:30])[C@H:8]3[CH2:9][CH2:10][C@@H:11]2[C:12](=[O:20])[CH2:13][N:14]2[CH2:15][CH2:16][O:17][CH2:18][CH2:19]2)[CH2:3]1 |f:3.4|. Procedure: A solution of 3α-hydroxy-21-morpholino-5α-pregnane-11,20-dione (104.14 mg., 0.25 mmole) in ethanol (4 ml.) was treated with 0.1N hydrochloric acid (2.5 ml., 0.25 mmole). The solution was evaporated in vacuo and then treated with water (5 ml.). The undissolved solid (8.4 mg.) was removed by filtration and the filtrate was made up to 9.6 ml. with distilled water to give a 1% aqueous solution of the title compound. The reactants are ClC1=NC=NC2=CC(=C(C=C12)O[C@@H]1C[C@@H](N(CC1)C(=O)OC(C)(C)C)C(=O)OC)OC (1-tert-butyl 2-methyl (2R,4S)-4-[(4-chloro-7-methoxyquinazolin-6-yl)oxy]piperidine-1,2-dicarboxylate), ClC=1C(=C(N)C=CC1)F (3-Chloro-2-fluoroaniline). Yields the product ClC=1C(=C(C=CC1)NC1=NC=NC2=CC(=C(C=C12)O[C@@H]1C[C@@H](NCC1)C(=O)OC)OC)F (methyl (2R,4S)-4-({4-[(3-chloro-2-fluorophenyl)amino]-7-methoxyquinazolin-6-yl}oxy)piperidine-2-carboxylate). Reaction SMILES: Cl[C:2]1[C:11]2[C:6](=[CH:7][C:8]([O:30][CH3:31])=[C:9]([O:12][C@H:13]3[CH2:18][CH2:17][N:16](C(OC(C)(C)C)=O)[C@@H:15]([C:26]([O:28][CH3:29])=[O:27])[CH2:14]3)[CH:10]=2)[N:5]=[CH:4][N:3]=1.[Cl:32][C:33]1[C:34]([F:40])=[C:35]([CH:37]=[CH:38][CH:39]=1)[NH2:36]>>[Cl:32][C:33]1[C:34]([F:40])=[C:35]([NH:36][C:2]2[C:11]3[C:6](=[CH:7][C:8]([O:30][CH3:31])=[C:9]([O:12][C@H:13]4[CH2:18][CH2:17][NH:16][C@@H:15]([C:26]([O:28][CH3:29])=[O:27])[CH2:14]4)[CH:10]=3)[N:5]=[CH:4][N:3]=2)[CH:37]=[CH:38][CH:39]=1. Procedure: 1-tert-butyl 2-methyl (2R,4S)-4-[(4-chloro-7-methoxyquinazolin-6-yl)oxy]piperidine-1,2-dicarboxylate (17) was reacted with 3-Chloro-2-fluoroaniline analogously as for the equivalent step in Example 7 to give methyl (2R,4S)-4-({4-[(3-chloro-2-fluorophenyl)amino]-7-methoxyquinazolin-6-yl}oxy)piperidine-2-carboxylate (18): 1H NMR Spectrum: (DMSO-d6) δ1.45-1.56 (2H, m), 2.03-2.12 (1H, m), 2.31-2.38 (1H, m), 2.60-2.67 (1H, m), 3.08-3.15 (1H, m), 3.44-3.48 (1H, m), 3.64 (3H, s), 3.95 (3H, s), 4.55-4.6... Starting materials: C(C1=CC=CC=C1)(=O)C=1NC2=CC(=CC=C2C1)Cl (2-benzoyl-6-chloroindole), CC(C(=O)OCC)C(=O)OCC (diethyl methylmalonate). Product: C(C1=CC=CC=C1)(=O)C=1NC2=CC(=CC=C2C1C(C(=O)O)C)Cl (2-(2-Benzoyl-6-chloro-1H-indol-3-yl)propanic Acid). Reaction SMILES: [C:1]([C:9]1[NH:10][C:11]2[C:16]([CH:17]=1)=[CH:15][CH:14]=[C:13]([Cl:18])[CH:12]=2)(=[O:8])[C:2]1[CH:7]=[CH:6][CH:5]=[CH:4][CH:3]=1.[CH3:19][CH:20](C(OCC)=O)[C:21]([O:23]CC)=[O:22]>>[C:1]([C:9]1[NH:10][C:11]2[C:16]([C:17]=1[CH:20]([CH3:19])[C:21]([OH:23])=[O:22])=[CH:15][CH:14]=[C:13]([Cl:18])[CH:12]=2)(=[O:8])[C:2]1[CH:3]=[CH:4][CH:5]=[CH:6][CH:7]=1. Procedure: The title compound was prepared according to the procedure described in step 4 of Example 2 (Method B) from 2-benzoyl-6-chloroindole (step 3 of Example 2, Method B) and diethyl methylmalonate. The reactants are CC1(C)OC(=O)CC(=O)O1, CCCCCC, COC(OC)OC, Nc1cncc(F)c1. The product is CC1(C)OC(=O)C(=CNc2cncc(F)c2)C(=O)O1. Reaction SMILES: [CH3:1][C:2]1([CH3:10])[O:3][C:4](=[O:9])[CH2:5][C:6](=[O:8])[O:7]1.[CH3:26][CH2:27][CH2:28][CH2:29][CH2:30][CH3:31].[CH:11]([O:12][CH3:13])([O:14][CH3:15])[O:16][CH3:17].[F:18][c:19]1[cH:20][c:21]([NH2:25])[cH:22][n:23][cH:24]1>>[CH3:1][C:2]1([CH3:10])[O:3][C:4](=[O:9])[C:5](=[CH:11][NH:25][c:21]2[cH:20][c:19]([F:18])[cH:24][n:23][cH:22]2)[C:6](=[O:8])[O:7]1. The reactants are ClCCN(CCCl)P(=O)(OCCS(=O)(=O)C[C@H](NC(=O)OC(C)(C)C)C(=O)O)N(CCCl)CCCl (3-[[2-[[Bis[bis(2-chloroethyl)amino]phosphinyl]oxy]ethyl]sulfonyl]-N-tert-butoxycarbonyl-L-alanine), product, Cl (hydrogen chloride), Cl (hydrogen chloride), solution, C(C)OCC (diethyl ether), product. Solvent: C(C)(=O)OCC (ethyl acetate). Run at time 8 hour. The product is ClCCN(CCCl)P(=O)(OCCS(=O)(=O)C[C@H](N)C(=O)O)N(CCCl)CCCl (3-[[2-[[bis[bis(2-chloroethyl)amino]phosphinyl]oxy]ethyl]sulfonyl]-L-alanine), compound 70A. Yield: 55.0%. As a reaction SMILES: [Cl:1][CH2:2][CH2:3][N:4]([P:8]([N:29]([CH2:33][CH2:34][Cl:35])[CH2:30][CH2:31][Cl:32])([O:10][CH2:11][CH2:12][S:13]([CH2:16][C@@H:17]([C:26]([OH:28])=[O:27])[NH:18]C(OC(C)(C)C)=O)(=[O:15])=[O:14])=[O:9])[CH2:5][CH2:6][Cl:7].Cl.C(OCC)C>C(OCC)(=O)C>[Cl:32][CH2:31][CH2:30][N:29]([P:8]([N:4]([CH2:3][CH2:2][Cl:1])[CH2:5][CH2:6][Cl:7])([O:10][CH2:11][CH2:12][S:13]([CH2:16][C@@H:17]([C:26]([OH:28])=[O:27])[NH2:18])(=[O:14])=[O:15])=[O:9])[CH2:33][CH2:34][Cl:35]. Procedure details: 3-[[2-[[Bis[bis(2-chloroethyl)amino]phosphinyl]oxy]ethyl]sulfonyl]-N-tert-butoxycarbonyl-L-alanine, 1.82 g (2.91 mmol), was dissolved in 18 mL ethyl acetate, and to this solution was added hydrogen chloride, 1.75 mL of 2 M solution in diethyl ether (3.5 mmol); and the resulting mixture stirred under nitrogen overnight at room temperature. HPLC analysis of the reaction mixture showed that the reaction was incomplete (20.8% product), so an additional 0.9 equivalents of hydrogen chloride solution w... The reactants are C1CCOC1, COc1ccc(C(=O)NCCCN2CCCCC2)cc1. Product: COc1ccc(CNCCCN2CCCCC2)cc1. As a reaction SMILES: [CH2:21]1[O:22][CH2:23][CH2:24][CH2:25]1.[CH3:1][O:2][c:3]1[cH:4][cH:5][c:6]([C:7](=[O:8])[NH:9][CH2:10][CH2:11][CH2:12][N:13]2[CH2:14][CH2:15][CH2:16][CH2:17][CH2:18]2)[cH:19][cH:20]1>>[CH3:1][O:2][c:3]1[cH:4][cH:5][c:6]([CH2:7][NH:9][CH2:10][CH2:11][CH2:12][N:13]2[CH2:14][CH2:15][CH2:16][CH2:17][CH2:18]2)[cH:19][cH:20]1.